From a dataset of the Open Reaction Database (ORD), a public repository of structured organic reaction records. describe an organic reaction: reactants, conditions, products, and yield Starting materials: Cc1ccc(S(=O)(=O)n2nc(Br)c3cc(N)cnc32)cc1, CO, [K+], [K+], O=C([O-])[O-], O. Product: Nc1cnc2[nH]nc(Br)c2c1. Reaction SMILES: [Br:7][c:8]1[n:9][n:10]([S:18]([c:19]2[cH:20][cH:21][c:22]([CH3:23])[cH:24][cH:25]2)(=[O:26])=[O:27])[c:11]2[n:12][cH:13][c:14]([NH2:17])[cH:15][c:16]12.[CH3:28][OH:29].[K+:1].[K+:2].[O-:3][C:4]([O-:5])=[O:6].[OH2:30]>>[Br:7][c:8]1[n:9][nH:10][c:11]2[n:12][cH:13][c:14]([NH2:17])[cH:15][c:16]12. Starting materials: Cc1cc(Nc2nccc(C(F)(F)F)n2)cc(-c2cnc(CBr)s2)c1, CCOC(C)=O, [H-], [Na+], C1CCOC1, CCOC(=O)C1CCNC1=O. Product: CCOC(=O)C1(Cc2ncc(-c3cc(C)cc(Nc4nccc(C(F)(F)F)n4)c3)s2)CCNC1=O. Reaction SMILES: [Br:14][CH2:15][c:16]1[s:17][c:18](-[c:21]2[cH:22][c:23]([NH:28][c:29]3[n:30][cH:31][cH:32][c:33]([C:35]([F:36])([F:37])[F:38])[n:34]3)[cH:24][c:25]([CH3:27])[cH:26]2)[cH:19][n:20]1.[CH3:44][CH2:45][O:46][C:47](=[O:48])[CH3:49].[H-:1].[Na+:2].[O:39]1[CH2:40][CH2:41][CH2:42][CH2:43]1.[O:3]=[C:4]1[NH:5][CH2:6][CH2:7][CH:8]1[C:9](=[O:10])[O:11][CH2:12][CH3:13]>>[O:3]=[C:4]1[NH:5][CH2:6][CH2:7][C:8]1([C:9](=[O:10])[O:11][CH2:12][CH3:13])[CH2:15][c:16]1[s:17][c:18](-[c:21]2[cH:22][c:23]([NH:28][c:29]3[n:30][cH:31][cH:32][c:33]([C:35]([F:36])([F:37])[F:38])[n:34]3)[cH:24][c:25]([CH3:27])[cH:26]2)[cH:19][n:20]1.